From a dataset of the Open Reaction Database (ORD), a public repository of structured organic reaction records. describe an organic reaction: reactants, conditions, products, and yield Starting materials: BrBr, CC(=O)O, Nc1ccc([N+](=O)[O-])cc1. Yields the product Nc1ccc([N+](=O)[O-])cc1Br. As a reaction SMILES: [Br:11][Br:12].[C:13]([OH:14])(=[O:15])[CH3:16].[NH2:1][c:2]1[cH:3][cH:4][c:5]([N+:8]([O-:9])=[O:10])[cH:6][cH:7]1>>[NH2:1][c:2]1[cH:3][cH:4][c:5]([N+:8]([O-:9])=[O:10])[cH:6][c:7]1[Br:11]. The reactants are C(CC=C)N1C(C2=CC=C(C=C2CC1)OC)=O (2-but-3-enyl-6-methoxy-3,4-dihydroisoquinolin-1-one), C(\C=C\C)=O (crotonaldehyde). Product: COC=1C=C2CCN(C(C2=CC1)=O)C(C=O)=CCC (6-methoxy-1-oxo-3,4-dihydroisoquinolin-2-ylpent-2-enal). Reaction SMILES: [CH2:1]([N:5]1[CH2:14][CH2:13][C:12]2[C:7](=[CH:8][CH:9]=[C:10]([O:15][CH3:16])[CH:11]=2)[C:6]1=[O:17])[CH2:2][CH:3]=[CH2:4].[CH:18](=[O:22])/C=C/C>>[CH3:16][O:15][C:10]1[CH:11]=[C:12]2[C:7](=[CH:8][CH:9]=1)[C:6](=[O:17])[N:5]([C:1](=[CH:2][CH2:3][CH3:4])[CH:18]=[O:22])[CH2:14][CH2:13]2. Procedure: The title compound 50 is prepared according to the procedure reported in step C of Example 8 with amide 49 (230.0 mg, 0.99 mmol) and crotonaldehyde (3.98 mmol, 4 equiv) as reactants. Yellow solid. (Yield 0.147 g, 57%). Starting materials: C(#N)C=1N=C(SC1)C(=O)OCC (ethyl 4-cyano-1,3-thiazole-2-carboxylate), [BH4-].[Na+] (NaBH4), [NH4+].[Cl-] (NH4Cl). The solvent is CO (MeOH). Reaction conditions: time 3 hour. Yields the product OCC=1SC=C(N1)C#N (2-(Hydroxymethyl)-1,3-thiazole-4-carbonitrile). Isolated yield 97.9%. As a reaction SMILES: [C:1]([C:3]1[N:4]=[C:5]([C:8](OCC)=[O:9])[S:6][CH:7]=1)#[N:2].[BH4-].[Na+].[NH4+].[Cl-]>CO>[OH:9][CH2:8][C:5]1[S:6][CH:7]=[C:3]([C:1]#[N:2])[N:4]=1 |f:1.2,3.4|. Procedure details: To a solution of ethyl 4-cyano-1,3-thiazole-2-carboxylate (336 mg) in MeOH (10 ml) was added NaBH4 (140 mg), and the mixture was stirred at room temperature for 3 h. The mixture was poured into saturated NH4Cl solution, concentrated in vacuo, and extracted with EtOAc. The extract was washed with brine, dried over MgSO4, and concentrated in vacuo to give the title compound (253 mg) as a yellow oil. Starting materials: S(O)(O)(=O)=O (sulphuric acid), C(Cl)(Cl)(Cl)Cl (carbon tetrachloride), C(\C=C\C)(=O)O (crotonic acid), ClC(CO)(Cl)Cl (2,2,2-trichloroethanol). The solvent is O (water), O (water). The product is ClC(COC(\C=C\C)=O)(Cl)Cl (Crotonic acid 2,2,2-trichloroethyl ester). The yield is 95.0%. As a reaction SMILES: C(Cl)(Cl)(Cl)Cl.[C:6]([OH:11])(=[O:10])/[CH:7]=[CH:8]/[CH3:9].[Cl:12][C:13]([Cl:17])([Cl:16])[CH2:14]O.S(=O)(=O)(O)O>O>[Cl:12][C:13]([Cl:17])([Cl:16])[CH2:14][O:10][C:6](=[O:11])/[CH:7]=[CH:8]/[CH3:9]. Procedure: In 200 ml. carbon tetrachloride are dissolved 0.5 mole (43.07 g.) crotonic acid and the equimolar amount of 2,2,2-trichloroethanol, 1 ml. concentrated sulphuric acid is added thereto and the reaction mixture is heated under reflux on a water separator until the theoretical amount of water (9 ml.) has separated off. Subsequently, the organic phase is shaken out twice with, in each case, 100 ml. aqueous 2N sodium hydrogen carbonate solution and twice with, in each case, 50 ml. of water, the organi...